Dataset: the Open Reaction Database (ORD), a public repository of structured organic reaction records. Task: describe an organic reaction: reactants, conditions, products, and yield Reactants: C([O-])([O-])=O.[K+].[K+] (potassium carbonate), C(C)N1CCNCC1 (1-ethylpiperazine), O1CCN(CC1)C1=CC=C(C=N1)NC=1N=CC2=C(N1)C(=CS2)C2=CC=C(CCS(=O)(=O)[O-])C=C2 (4-(2-(6-Morpholinopyridin-3-ylamino)thieno[3,2-d]pyrimidin-7-yl)benzylmethanesulfonate). Run in C(C)(=O)OCC (ethyl acetate), CN(C=O)C (N,N-dimethylformamide). Run at temperature 80 celsius. Product: C(C)N1CCN(CC1)CC1=CC=C(C=C1)C1=CSC2=C1N=C(N=C2)NC=2C=NC(=CC2)N2CCOCC2 (7-(4-((4-ethylpiperazin-1-yl)methyl)phenyl)-N-(6-morpholinopyridin-3-yl)thieno[3,2-d]pyrimidin-2-amine). The yield is 71.1%. As a reaction SMILES: [O:1]1[CH2:6][CH2:5][N:4]([C:7]2[N:12]=[CH:11][C:10]([NH:13][C:14]3[N:15]=[CH:16][C:17]4[S:22][CH:21]=[C:20]([C:23]5[CH:34]=[CH:33][C:26]([CH2:27]CS([O-])(=O)=O)=[CH:25][CH:24]=5)[C:18]=4[N:19]=3)=[CH:9][CH:8]=2)[CH2:3][CH2:2]1.C(=O)([O-])[O-].[K+].[K+].[CH2:41]([N:43]1[CH2:48][CH2:47][NH:46][CH2:45][CH2:44]1)[CH3:42]>CN(C)C=O.C(OCC)(=O)C>[CH2:41]([N:43]1[CH2:48][CH2:47][N:46]([CH2:27][C:26]2[CH:25]=[CH:24][C:23]([C:20]3[C:18]4[N:19]=[C:14]([NH:13][C:10]5[CH:11]=[N:12][C:7]([N:4]6[CH2:5][CH2:6][O:1][CH2:2][CH2:3]6)=[CH:8][CH:9]=5)[N:15]=[CH:16][C:17]=4[S:22][CH:21]=3)=[CH:34][CH:33]=2)[CH2:45][CH2:44]1)[CH3:42] |f:1.2.3|. Procedure: 4-(2-(6-Morpholinopyridin-3-ylamino)thieno[3,2-d]pyrimidin-7-yl)benzylmethanesulfonate (30 mg, 0.06 mmol) was dissolved in N,N-dimethylformamide (1 mL) and potassium carbonate (17 mg, 0.12 mmol) and 1-ethylpiperazine (38 μL, 0.30 mmol) were added. The reaction mixture was stirred at 80° C. for a day, diluted with ethyl acetate, and washed with brine. The organic layer was dried with magnesium sulfate, filtered with celite, and then concentrated. Purification by chromatography (5% methanol/dichlo...